This data is from the Open Reaction Database (ORD), a public repository of structured organic reaction records. The task is: describe an organic reaction: reactants, conditions, products, and yield The reactants are FC=1C=C(C=CC1F)C1=C(N=C(S1)C)C(=O)O (5-(3,4-difluoro-phenyl)-2-methyl-thiazole-4-carboxylic acid), N1C[C@@H](CCC1)NC(=O)C1=C(N=C2SC=CN21)C ((R)-6-methyl-imidazo[2,1-b]-thiazole-5-carboxylic acid-piperidin-3-ylamide). The product is FC=1C=C(C=CC1F)C1=C(N=C(S1)C)C(=O)N1C[C@@H](CCC1)NC(=O)C1=C(N=C2SC=CN21)C ((R)-6-Methyl-imidazo[2,1-b]thiazole-5-carboxylic acid{1-[5-(3,4-difluoro-phenyl)-2-methyl-thiazole-4-carbonyl]-piperidin-3-yl}-amide). RXN SMILES: [F:1][C:2]1[CH:3]=[C:4]([C:9]2[S:13][C:12]([CH3:14])=[N:11][C:10]=2[C:15]([OH:17])=O)[CH:5]=[CH:6][C:7]=1[F:8].[NH:18]1[CH2:23][CH2:22][CH2:21][C@@H:20]([NH:24][C:25]([C:27]2[N:34]3[C:30]([S:31][CH:32]=[CH:33]3)=[N:29][C:28]=2[CH3:35])=[O:26])[CH2:19]1>>[F:1][C:2]1[CH:3]=[C:4]([C:9]2[S:13][C:12]([CH3:14])=[N:11][C:10]=2[C:15]([N:18]2[CH2:23][CH2:22][CH2:21][C@@H:20]([NH:24][C:25]([C:27]3[N:34]4[C:30]([S:31][CH:32]=[CH:33]4)=[N:29][C:28]=3[CH3:35])=[O:26])[CH2:19]2)=[O:17])[CH:5]=[CH:6][C:7]=1[F:8]. Procedure: prepared by reaction of 5-(3,4-difluoro-phenyl)-2-methyl-thiazole-4-carboxylic acid with (R)-6-methyl-imidazo[2,1-b]-thiazole-5-carboxylic acid-piperidin-3-ylamide. The solvent is CS(=O)C (DMSO). The product is C(C)(=O)OCC=1CS[C@H]2N(C1C(=O)O)C([C@H]2NC(\C(\C=2OC=CC2)=N/OC(C)(C)C(=O)NC(=O)N(C)C)=O)=O ((6R,7R)-3-Acetoxymethyl-7-[Z-2-{2-(3,3-dimethylureidocarbonyl)prop-2-yloxyimino}-2-(fur-2-yl)acetamido]-ceph-3-em-4-carboxylic acid). Starting materials: β-lactam, BrC(C(=O)NC(=O)N(C)C)(C)C (1-(2-bromo-2-methylpropionyl)-3,3-dimethylurea), [Na+].C(C)(=O)OCC=1CS[C@H]2N(C1C(=O)[O-])C([C@H]2NC(\C(=N/O)\C=2OC=CC2)=O)=O ((6R,7R)-3-acetoxymethyl-7-[Z-2-(fur-2-yl)-2-hydroxyiminoacetamido]-ceph-3-em-4-carboxylic acid sodium salt), C(C)(=O)[O-] (acetate), CCO (EtOH). RXN SMILES: Br[C:2]([CH3:12])([CH3:11])[C:3]([NH:5][C:6]([N:8]([CH3:10])[CH3:9])=[O:7])=[O:4].[Na+].[C:14]([O:17][CH2:18][C:19]1[CH2:20][S:21][C@@H:22]2[C@H:29]([NH:30][C:31](=[O:40])/[C:32](/[C:35]3[O:36][CH:37]=[CH:38][CH:39]=3)=[N:33]\[OH:34])[C:28](=[O:41])[N:23]2[C:24]=1[C:25]([O-:27])=[O:26])(=[O:16])[CH3:15].CCO.C([O-])(=O)C>CS(C)=O>[C:14]([O:17][CH2:18][C:19]1[CH2:20][S:21][C@@H:22]2[C@H:29]([NH:30][C:31](=[O:40])/[C:32](=[N:33]\[O:34][C:2]([C:3]([NH:5][C:6]([N:8]([CH3:10])[CH3:9])=[O:7])=[O:4])([CH3:12])[CH3:11])/[C:35]3[O:36][CH:37]=[CH:38][CH:39]=3)[C:28](=[O:41])[N:23]2[C:24]=1[C:25]([OH:27])=[O:26])(=[O:16])[CH3:15] |f:1.2|. Yield: 59.0%. Procedure: This compound was prepared from 1-(2-bromo-2-methylpropionyl)-3,3-dimethylurea and (6R,7R)-3-acetoxymethyl-7-[Z-2-(fur-2-yl)-2-hydroxyiminoacetamido]-ceph-3-em-4-carboxylic acid sodium salt by the method described in Example 1. λmax (EtOH) 275 nm (ε 16,500), νmax (Nujol) 3260 (NH), 3700-2100 (bonded OH), 1788 (β-lactam), 1735 (acetate), 1720 (--CO2H), 1670, 1540 cm-1 (--CONH), τ (DMSO d6) 7.09 (N(Me)2), 0.97 (--CONHCO--), 8.5 (C(Me)2), 2.06, 3.28, 3.16 (furyl), 0.18 (CONH), 4.01 (7 H), 4.71 (6 H... Starting materials: C(C)(=O)N1C(C(C2=CC=CC=C12)=C(C1=NOC(=C1)C)O)=O (1-acetyl-3-[1-hydroxy-1-(5-methyl-3-isoxazolyl)methylene]-2-indolinone), C(Cl)(Cl)(Cl)Cl (carbon tetrachloride), C1(=CC=CC=C1)P(C1=CC=CC=C1)C1=CC=CC=C1 (triphenylphosphine). The solvent is C1CCOC1 (THF). Product: C(C)(=O)N1C(C(C2=CC=CC=C12)=C(C1=NOC(=C1)C)Cl)=O (1-acetyl-3-[1-chloro-1-(5-methyl-3-isoxazolyl)methylene]-2-indolinone). RXN SMILES: [C:1]([N:4]1[C:12]2[C:7](=[CH:8][CH:9]=[CH:10][CH:11]=2)[C:6](=[C:13](O)[C:14]2[CH:18]=[C:17]([CH3:19])[O:16][N:15]=2)[C:5]1=[O:21])(=[O:3])[CH3:2].C(Cl)(Cl)(Cl)[Cl:23].C1(P(C2C=CC=CC=2)C2C=CC=CC=2)C=CC=CC=1>C1COCC1>[C:1]([N:4]1[C:12]2[C:7](=[CH:8][CH:9]=[CH:10][CH:11]=2)[C:6](=[C:13]([Cl:23])[C:14]2[CH:18]=[C:17]([CH3:19])[O:16][N:15]=2)[C:5]1=[O:21])(=[O:3])[CH3:2]. Reported procedure: 3.00 g of 1-acetyl-3-[1-hydroxy-1-(5-methyl-3-isoxazolyl)methylene]-2-indolinone, 5.09 ml carbon tetrachloride and 5.54 g triphenylphosphine are refluxed in 100 ml of THF for 8 hours. The residue obtained after the solvent has been distilled off is purified by chromatography on silica gel (eluant: petroleum ether/ethyl acetate=9:1). Starting materials: CC(C)([O-])C.[Li+] (lithium tert-butoxide), BrC=1SC2=C(N1)CC(CC2=O)C (2-bromo-5-methyl-5,6-dihydrobenzo[d]thiazol-7(4H)-one), C1(=CC=CC=C1)C (toluene), C(C)C(C(=O)[O-])=O (ethylglyoxylate). Solvent: C1CCOC1 (THF). Run at time 4.5 hour. Yields the product BrC=1SC2=C(N1)CC(/C(/C2=O)=C\C(=O)OCC)C ((E)-ethyl 2-(2-bromo-5-methyl-7-oxo-4,5-dihydrobenzo[d]thiazol-6(7H)-ylidene)acetate). As a reaction SMILES: [Br:1][C:2]1[S:3][C:4]2[C:10](=[O:11])[CH2:9][CH:8]([CH3:12])[CH2:7][C:5]=2[N:6]=1.C([C:15](=O)[C:16]([O-:18])=[O:17])C.[C:20]1(C)C=CC=C[CH:21]=1.CC(C)([O-])C.[Li+]>C1COCC1>[Br:1][C:2]1[S:3][C:4]2[C:10](=[O:11])/[C:9](=[CH:15]/[C:16]([O:18][CH2:20][CH3:21])=[O:17])/[CH:8]([CH3:12])[CH2:7][C:5]=2[N:6]=1 |f:3.4|. Procedure: A 3.0 L round-bottom flask was charged with 2-bromo-5-methyl-5,6-dihydrobenzo[d]thiazol-7(4H)-one (75.0 g, 305 mmol, 1.00 equiv), anhydrous THF (750 mL), and a 50% w/v solution of ethylglyoxylate in toluene (211 mL, 1.07 mol, 3.50 equiv). The resulting solution was placed in a water bath. Solid lithium tert-butoxide (48.9 g, 610 mmol, 2.0 equiv) was steadily added over a 1 min period. The reaction was capped and stirred for 4.5 h. TLC (20% EtOAc/80% hexane indicated full consumption of 2-bromo-5... Reactants: CCCCOC(=O)Cl, [GeH4], NO, [Na+], O=S(=O)([O-])[O-], [OH-]. Yields the product CCCCOC(=O)NO. Reaction SMILES: [Cl:9][C:10](=[O:11])[O:12][CH2:13][CH2:14][CH2:15][CH3:16].[GeH4:1].[NH2:7][OH:8].[Na+:18].[O-:2][S:3](=[O:4])(=[O:5])[O-:6].[OH-:17]>>[NH:7]([OH:8])[C:10](=[O:11])[O:12][CH2:13][CH2:14][CH2:15][CH3:16]. Starting materials: C(C)OC1=NNC=C1CCC(=O)OCC (ethyl 3-(3-ethoxy-1H-pyrazole-4-yl]propionate), ClCC1=CC=C(OCC=2N=C(OC2C)C=2SC=CC2)C=C1 (4-(4-chloromethylphenoxymethyl)-5-methyl-2-(2-thienyl)oxazole), CN(C=O)C (N,N-dimethylformamide), [H-].[Na+] (sodium hydride). Run in O (water). Conditions: time 30 minute. Product: C(C)OC1=NN(C=C1CCC(=O)O)CC1=CC=C(C=C1)OCC=1N=C(OC1C)C=1SC=CC1 (3-[3-ethoxy-1-[4-[5-methyl-2-(2-thienyl)-4-oxazolylmethoxy]benzyl]-1H-pyrazol-4-yl]propionic acid). The yield is 69.9%. As a reaction SMILES: [CH2:1]([O:3][C:4]1[C:8]([CH2:9][CH2:10][C:11]([O:13]CC)=[O:12])=[CH:7][NH:6][N:5]=1)[CH3:2].Cl[CH2:17][C:18]1[CH:36]=[CH:35][C:21]([O:22][CH2:23][C:24]2[N:25]=[C:26]([C:30]3[S:31][CH:32]=[CH:33][CH:34]=3)[O:27][C:28]=2[CH3:29])=[CH:20][CH:19]=1.CN(C)C=O.[H-].[Na+]>O>[CH2:1]([O:3][C:4]1[C:8]([CH2:9][CH2:10][C:11]([OH:13])=[O:12])=[CH:7][N:6]([CH2:17][C:18]2[CH:19]=[CH:20][C:21]([O:22][CH2:23][C:24]3[N:25]=[C:26]([C:30]4[S:31][CH:32]=[CH:33][CH:34]=4)[O:27][C:28]=3[CH3:29])=[CH:35][CH:36]=2)[N:5]=1)[CH3:2] |f:3.4|. Procedure: To a mixture of ethyl 3-(3-ethoxy-1H-pyrazole-4-yl]propionate (300 mg), 4-(4-chloromethylphenoxymethyl)-5-methyl-2-(2-thienyl)oxazole (450 mg), and N,N-dimethylformamide (5 ml), sodium hydride (60%, oily, 70.0 mg) was added at 0° C., and then the mixture was stirred at room temperature for 30 minutes. The reaction mixture was poured into water, which was extracted with ethyl acetate. The ethyl acetate layer was washed with water, then, with saturated aqueous sodium chloride solution, and dried (... Reactants: CN1C(=O)C(Cc2ccccc2)NC1C(C)(C)C, CC=CC=O, CC(C)O, ClCCl, O=C(O)c1ccc([N+](=O)[O-])cc1[N+](=O)[O-], c1ccc2[nH]ccc2c1. Yields the product CC(CC=O)c1c[nH]c2ccccc12. Reaction SMILES: [CH2:30]([CH:31]1[NH:32][CH:33]([C:34]([CH3:35])([CH3:36])[CH3:37])[N:38]([CH3:39])[C:40]1=[O:41])[c:42]1[cH:43][cH:44][cH:45][cH:46][cH:47]1.[CH:1]([CH:2]=[CH:3][CH3:4])=[O:5].[CH:51]([OH:52])([CH3:53])[CH3:54].[Cl:48][CH2:49][Cl:50].[N+:15]([c:16]1[cH:17][c:18]([N+:19]([O-:20])=[O:21])[cH:22][cH:23][c:24]1[C:25]([OH:26])=[O:27])([O-:28])=[O:29].[nH:6]1[cH:7][cH:8][c:9]2[cH:10][cH:11][cH:12][cH:13][c:14]12>>[CH:1]([CH2:2][CH:3]([CH3:4])[c:8]1[cH:7][nH:6][c:14]2[c:9]1[cH:10][cH:11][cH:12][cH:13]2)=[O:5]. Starting materials: [Cl-], NCCCCO, C1COCCO1, O, O=C(O)c1ccc2ccccc2c1. The product is O=C(NCCCCO)c1ccc2ccccc2c1. RXN SMILES: [Cl-:1].[NH2:15][CH2:16][CH2:17][CH2:18][CH2:19][OH:20].[O:22]1[CH2:23][CH2:24][O:25][CH2:26][CH2:27]1.[OH2:21].[cH:2]1[c:3]([C:12](=[O:13])[OH:14])[cH:4][cH:5][c:6]2[cH:7][cH:8][cH:9][cH:10][c:11]12>>[cH:2]1[c:3]([C:12](=[O:14])[NH:15][CH2:16][CH2:17][CH2:18][CH2:19][OH:20])[cH:4][cH:5][c:6]2[cH:7][cH:8][cH:9][cH:10][c:11]12. Reactants: Cl.ClCCN (2-chloroethylamine hydrochloride), ClC(=O)OCC (Ethyl chloroformate), O1CCCC1 (tetrahydrofuran), ClC1=CC=C(C=C1)C=1N=C(OC1CCC(=O)O)N1C(=NC=C1)C (4-(4-chlorophenyl)-2-(2-methyl-1-imidazolyl)-5-oxazolepropionic acid). Run in CN(C=O)C (N,N-dimethylformamide), C(C)N(CC)CC (triethylamine), O (water), C(C)N(CC)CC (triethylamine). Reaction conditions: time 30 minute. The product is ClCCNC(CCC1=C(N=C(O1)N1C(=NC=C1)C)C1=CC=C(C=C1)Cl)=O (N-(2-chloroethyl)-4-(4-chlorophenyl)-2-(2-methyl-1-imidazolyl)-5-oxazolepropionamide). The yield is 86.0%. RXN SMILES: ClC(OCC)=O.O1CCCC1.[Cl:12][C:13]1[CH:18]=[CH:17][C:16]([C:19]2[N:20]=[C:21]([N:29]3[CH:33]=[CH:32][N:31]=[C:30]3[CH3:34])[O:22][C:23]=2[CH2:24][CH2:25][C:26]([OH:28])=O)=[CH:15][CH:14]=1.Cl.[Cl:36][CH2:37][CH2:38][NH2:39]>O.CN(C)C=O.C(N(CC)CC)C>[Cl:36][CH2:37][CH2:38][NH:39][C:26](=[O:28])[CH2:25][CH2:24][C:23]1[O:22][C:21]([N:29]2[CH:33]=[CH:32][N:31]=[C:30]2[CH3:34])=[N:20][C:19]=1[C:16]1[CH:15]=[CH:14][C:13]([Cl:12])=[CH:18][CH:17]=1 |f:3.4|. Reported procedure: Ethyl chloroformate (590 mg) was dropwise added to a tetrahydrofuran (40 ml) solution of 4-(4-chlorophenyl)-2-(2-methyl-1-imidazolyl)-5-oxazolepropionic acid (1.50 g) and triethylamine (550 mg), at −30° C. After stirring for 30 minutes, the reaction mixture was poured into a solution as prepared from 2-chloroethylamine hydrochloride (2.62 g), triethylamine (2.29 g) and N,N-dimethylformamide (20 ml), at 0° C., and then stirred at room temperature for 1 hour. The reaction mixture was poured into w... Starting materials: C(C)(C)(C)OC(NC(C(C)O)C1=CC(=C(C=C1)F)F)=O ([1-(3,4-difluorophenyl)-2-hydroxy-propyl]-carbamic acid-tert-butyl ester), [H-].[Na+] (NaH), O (water), [H-].[Na+] (NaH). Solvent: C1CCOC1 (THF). Reaction conditions: temperature 35 celsius, time 3 hour. The product is FC=1C=C(C=CC1F)C1NC(OC1C)=O (4-(3,4-DIFLUOROPHENYL)-5-METHYL-OXAZOLIDIN-2-ONE). Reaction SMILES: C([O:5][C:6](=[O:20])[NH:7][CH:8]([C:12]1[CH:17]=[CH:16][C:15]([F:18])=[C:14]([F:19])[CH:13]=1)[CH:9](O)[CH3:10])(C)(C)C.[H-].[Na+].O>C1COCC1>[F:19][C:14]1[CH:13]=[C:12]([CH:8]2[CH:9]([CH3:10])[O:20][C:6](=[O:5])[NH:7]2)[CH:17]=[CH:16][C:15]=1[F:18] |f:1.2|. Reported procedure: Into a well-stirred solution of [1-(3,4-difluorophenyl)-2-hydroxy-propyl]-carbamic acid-tert-butyl ester (0.43 g, 1.5 mmol) in THF (20 mL) was added 95% NaH (0.09 g, 3.8 mmol) at room temperature. When the reaction was carried out on a larger (>5 g) scale, 1.0 equivalent of KH and 1.5 eq. of NaH was used as the base. The resulting suspension was stirred for 3 h at about 35° C. (warm water bath) and then quenched carefully with ice. The biphasic mixture was extracted with 100 mL of EtOAc, washed ...